This data is from the Open Reaction Database (ORD), a public repository of structured organic reaction records. The task is: describe an organic reaction: reactants, conditions, products, and yield The reactants are COC1=C(NC=2NC(C(=CN2)C(=O)OCC)=O)C=CC=C1 (Ethyl 1,6-dihydro-2-(2-methoxyanilino)-6-oxo-5-pyrimidinecarboxylate), [OH-].[Na+] (sodium hydroxide), O (water). The solvent is C(C)(=O)O (acetic acid). Run at time 1 hour. Product: COC1=C(NC=2NC(C(=CN2)C(=O)O)=O)C=CC=C1 (1,6-dihydro-2-(2-methoxyanilino)-6-oxo-5-pyrimidinecarboxylic acid). The yield is 77.5%. RXN SMILES: [CH3:1][O:2][C:3]1[CH:21]=[CH:20][CH:19]=[CH:18][C:4]=1[NH:5][C:6]1[NH:7][C:8](=[O:17])[C:9]([C:12]([O:14]CC)=[O:13])=[CH:10][N:11]=1.[OH-].[Na+].O>C(O)(=O)C>[CH3:1][O:2][C:3]1[CH:21]=[CH:20][CH:19]=[CH:18][C:4]=1[NH:5][C:6]1[NH:7][C:8](=[O:17])[C:9]([C:12]([OH:14])=[O:13])=[CH:10][N:11]=1 |f:1.2|. Reported procedure: Ethyl 1,6-dihydro-2-(2-methoxyanilino)-6-oxo-5-pyrimidinecarboxylate (10 g) and sodium hydroxide (4 g) are added to water (100 ml), and the mixture is refluxed with stirring for 1 hour. After cooling, the reaction mixture is acidified with acetic acid, and the precipitate is collected by filtration and recrystallized from DMF to give 1,6-dihydro-2-(2-methoxyanilino)-6-oxo-5-pyrimidinecarboxylic acid (7 g). M.p. 251°-253° C. Starting materials: C(=O)C1=CC=C(C(=O)Cl)C=C1 (4-formylbenzoyl chloride), C(C=C)#N (acrylonitrile), CN1CCOCC1 (N-methylmorpholine). Reagents/catalysts: C(C)(=O)[O-].[Pd+2].C(C)(=O)[O-] (palladium acetate). Run in CC=1C=CC(=CC1)C (p-xylene). Yields the product C(=O)C1=CC=C(C=CC#N)C=C1 (4-formylcinnamonitrile). The yield is 8.4%. RXN SMILES: [CH:1]([C:3]1[CH:11]=[CH:10][C:6]([C:7](Cl)=[O:8])=[CH:5][CH:4]=1)=O.[C:12](#[N:15])[CH:13]=C.CN1CCOCC1>CC1C=CC(C)=CC=1.C([O-])(=O)C.[Pd+2].C([O-])(=O)C>[CH:7]([C:6]1[CH:10]=[CH:11][C:3]([CH:1]=[CH:13][C:12]#[N:15])=[CH:4][CH:5]=1)=[O:8] |f:4.5.6|. Procedure details: 3.91 mg (1.6×10-5 mols) of palladium acetate, 6.74 g (40 millimols) of 4-formylbenzoyl chloride, 2.63 ml (40 millimols) of acrylonitrile and 4.41 ml (40 millimols) of N-methylmorpholine, in 80 ml of p-xylene, are stirred for 5 hours. Working up as described in the preceding examples affords 0.53 g (8% of theory) of 4-formylcinnamonitrile. Starting materials: BrC=1C=C(N)C=C(C1)Br (3,5-dibromoaniline), BrC=1C=C(C=CC1)C=1SC=CC1 (2-(3'-bromophenyl)thiophene). The product is BrC=1C=C(C=C(C1)Br)C=1SC=CC1 (2-(3',5'-dibromophenyl)thiophene). Isolated yield 55.0%. Reaction SMILES: [Br:1][C:2]1[CH:3]=[C:4]([CH:6]=[C:7]([Br:9])[CH:8]=1)N.BrC1C=C([C:17]2[S:18][CH:19]=[CH:20][CH:21]=2)C=CC=1>>[Br:1][C:2]1[CH:3]=[C:4]([C:17]2[S:18][CH:19]=[CH:20][CH:21]=2)[CH:6]=[C:7]([Br:9])[CH:8]=1. Reported procedure: 3,5-dibromoaniline was treated as described in the procedure for 2-(3'-bromophenyl)thiophene to give 2-(3',5'-dibromophenyl)thiophene in 55% yield as a yellow oil, which solidified as a glassy solid. Starting materials: Cl.NCCC1=C2C(=CC=C1CC(=O)O)OCO2 (6-(2-aminoethyl)-4,5-methylenedioxy phenyl-acetic acid hydrochloride), C1(CCCCC1)N=C=NCCN1CCOCC1 (1-cyclohexyl-3-(2-morpholinoethyl)carbodiimide). Solvent: O (water), O (water). The product is C1OC2=CC3=C(CC(NCC3)=O)C=C2O1 (1,3,4,5-tetrahydro-7,8-methylenedioxy-2H-3-benzazepin-2-one). RXN SMILES: Cl.NCC[C:5]1[C:10]([CH2:11][C:12]([OH:14])=O)=[CH:9][CH:8]=[C:7]2[O:15][CH2:16][O:17][C:6]=12.[CH:18]1([N:24]=C=NCCN2CCOCC2)CCCC[CH2:19]1>O>[CH2:16]1[O:17][C:6]2[C:7](=[CH:8][C:9]3[CH2:19][CH2:18][NH:24][C:12](=[O:14])[CH2:11][C:10]=3[CH:5]=2)[O:15]1 |f:0.1|. Procedure: Similarly, 0.005 moles (1.3 grams) of 6-(2-aminoethyl)-4,5-methylenedioxy phenyl-acetic acid hydrochloride were dissolved in 15 ml of water and to this solution was added 2.12 grams of 1-cyclohexyl-3-(2-morpholinoethyl)carbodiimide methotoluenesulfonate in 20 ml of water. After 2 hours at room temperature the precipitate that had formed was filtered off, washed and dried to yield 1,3,4,5-tetrahydro-7,8-methylenedioxy-2H-3-benzazepin-2-one, m.p. 236°-237°. After recrystallization from ether the p... Reactants: CC(=O)O, Nc1ccccc1CO, O=S(=O)(O)O, Sc1nc2ccccc2[nH]1. Product: Nc1ccccc1CSc1nc2ccccc2[nH]1. As a reaction SMILES: [CH3:25][C:26](=[O:27])[OH:28].[NH2:11][c:12]1[c:13]([CH2:14][OH:15])[cH:16][cH:17][cH:18][cH:19]1.[S:20](=[O:21])(=[O:22])([OH:23])[OH:24].[SH:1][c:2]1[nH:3][c:4]2[c:5]([n:6]1)[cH:7][cH:8][cH:9][cH:10]2>>[S:1]([c:2]1[nH:3][c:4]2[c:5]([n:6]1)[cH:7][cH:8][cH:9][cH:10]2)[CH2:14][c:13]1[c:12]([NH2:11])[cH:19][cH:18][cH:17][cH:16]1. The reactants are COC=1C=C2C(=NC1)NC=C2 (5-methoxy-1H-pyrrolo[2,3-b]pyridine), ICl (iodine monochloride). The solvent is ClCCl (dichloromethane). Product: IC1=CNC2=NC=C(C=C21)OC (3-iodo-5-methoxy-1H-pyrrolo[2,3-b]pyridine). The yield is 67.7%. RXN SMILES: [CH3:1][O:2][C:3]1[CH:4]=[C:5]2[CH:11]=[CH:10][NH:9][C:6]2=[N:7][CH:8]=1.[I:12]Cl>ClCCl>[I:12][C:11]1[C:5]2[C:6](=[N:7][CH:8]=[C:3]([O:2][CH3:1])[CH:4]=2)[NH:9][CH:10]=1. Procedure details: To a solution of 5-methoxy-1H-pyrrolo[2,3-b]pyridine (14, 300 mg, 2.0 mmol) in 30 mL of dichloromethane under nitrogen, iodine monochloride (3 mL, 1.0 M in dichloromethane, 3.0 mmol) was added at −40° C. The reaction was stirred to room temperature, then quenched with 10 mL of 1 M aqueous sodium thiosulfate pentahydrate. The layers were separated and the aqueous layer was extracted with ethyl acetate. The organic layers were combined and washed with water, brine, then dried over sodium sulfate, ... The reactants are C(CCC)[Li] (n-Butyllithium), C1OC2=CSC=C2OC1 (3,4-(ethylenedioxy)thiophene), C(CCC)[Sn](CCCC)(CCCC)Cl (Tributylstannyl chloride). Run in C1CCOC1 (THF). Conditions: temperature -40 celsius, time 1 hour. The product is C(CCC)[Sn](C=1SC=C2C1OCCO2)(CCCC)CCCC (2-(tributylstannyl)-3,4-(ethylenedioxy)thiophene). Yield: 98.0%. RXN SMILES: C([Li])CCC.[CH2:6]1[CH2:14][O:13][C:12]2[C:8](=[CH:9][S:10][CH:11]=2)[O:7]1.[CH2:15]([Sn:19](Cl)([CH2:24][CH2:25][CH2:26][CH3:27])[CH2:20][CH2:21][CH2:22][CH3:23])[CH2:16][CH2:17][CH3:18]>C1COCC1>[CH2:24]([Sn:19]([CH2:15][CH2:16][CH2:17][CH3:18])([CH2:20][CH2:21][CH2:22][CH3:23])[C:9]1[S:10][CH:11]=[C:12]2[O:13][CH2:14][CH2:6][O:7][C:8]=12)[CH2:25][CH2:26][CH3:27]. Procedure details: n-Butyllithium (77 mL, 192.5 mmol, 2.5 M solution in hexane) was added dropwise at -78° C. to a solution of 3,4-(ethylenedioxy)thiophene (25 g, 175.9 mmol) in anhydrous THF (100 mL) under nitrogen. The solution was stirred for 1 h and warmed to -40° C. Tributylstannyl chloride (85.89 g, 263.9 mmol) was added and the entire solution was finally allowed to warm to room temperature. At room temperature the mixture was filtered using Celite and the solvent was stripped. The organo-tin compound was v... The reactants are [Al+3], CCc1ccccc1C#N, [H-], [H-], [H-], [H-], [Li+], [Na+], C1CCOC1, [OH-], O. Yields the product CCc1ccccc1CN. Reaction SMILES: [Al+3:2].[CH2:7]([CH3:8])[c:9]1[c:10]([C:11]#[N:12])[cH:13][cH:14][cH:15][cH:16]1.[H-:1].[H-:4].[H-:5].[H-:6].[Li+:3].[Na+:19].[O:20]1[CH2:21][CH2:22][CH2:23][CH2:24]1.[OH-:18].[OH2:17]>>[CH2:7]([CH3:8])[c:9]1[c:10]([CH2:11][NH2:12])[cH:13][cH:14][cH:15][cH:16]1. Starting materials: ClC1=CC=C(S1)C(=O)NC[C@@H](C(=O)O)NS(=O)(=O)C1=C(C(=CC(=C1)F)N1C(COCC1)=O)OC ((S)-3-[(5-Chloro-thiophene-2-carbonyl)-amino]-2-[5-fluoro-2-methoxy-3-(3-oxo-morpholin-4-yl)-benzenesulfonylamino]-propionic acid), N1CCCCCC1 (azepane). Run in CN(C)C=O (DMF). The product is N1(CCCCCC1)C([C@H](CNC(=O)C=1SC(=CC1)Cl)NS(=O)(=O)C1=C(C(=CC(=C1)F)N1C(COCC1)=O)OC)=O (5-Chloro-thiophene-2-carboxylic acid {(S)-3-azepan-1-yl-2-[5-fluoro-2-methoxy-3-(3-oxo-morpholin-4-yl)-benzenesulfonylamino]-3-oxo-propyl}-amide). Reaction SMILES: [Cl:1][C:2]1[S:6][C:5]([C:7]([NH:9][CH2:10][C@H:11]([NH:15][S:16]([C:19]2[CH:24]=[C:23]([F:25])[CH:22]=[C:21]([N:26]3[CH2:31][CH2:30][O:29][CH2:28][C:27]3=[O:32])[C:20]=2[O:33][CH3:34])(=[O:18])=[O:17])[C:12](O)=[O:13])=[O:8])=[CH:4][CH:3]=1.[NH:35]1[CH2:41][CH2:40][CH2:39][CH2:38][CH2:37][CH2:36]1>CN(C=O)C>[N:35]1([C:12](=[O:13])[C@@H:11]([NH:15][S:16]([C:19]2[CH:24]=[C:23]([F:25])[CH:22]=[C:21]([N:26]3[CH2:31][CH2:30][O:29][CH2:28][C:27]3=[O:32])[C:20]=2[O:33][CH3:34])(=[O:18])=[O:17])[CH2:10][NH:9][C:7]([C:5]2[S:6][C:2]([Cl:1])=[CH:3][CH:4]=2)=[O:8])[CH2:41][CH2:40][CH2:39][CH2:38][CH2:37][CH2:36]1. Reported procedure: Intermediate 23 (225 mg, 0.42 mmol) and azepane (57 μl, 0.462 mmol) were coupled in close analogy to the procedure described in 3.5) using DMF as solvent. The mixture was purified by prep. HPLC. Yield after lyophilization: 199 mg, 77%, colorless, amorphous solid. MS (ES+): m/e=617.1/619.1, chloro pattern. Starting materials: COC1=CC=C(C=C1)CN1C=CC=2C3=C(N=C(N=C3C=CC21)N)N (7-[(4-methoxyphenyl)-methyl]-7H-pyrrolo[3,2-f]quinazoline-1,3-diamine), B(Br)(Br)Br (boron tribromide), O (water). Run in C(Cl)Cl (methylene chloride), C(Cl)Cl (methylene chloride). The product is OC1=CC=C(C=C1)CN1C=CC=2C3=C(N=C(N=C3C=CC21)N)N (7-[(4-Hydroxyphenyl)methyl]-7H-pyrrolo[3,2-f]quinazoline-1,3-diamine). As a reaction SMILES: C[O:2][C:3]1[CH:8]=[CH:7][C:6]([CH2:9][N:10]2[C:22]3[CH:21]=[CH:20][C:19]4[C:14](=[C:15]([NH2:24])[N:16]=[C:17]([NH2:23])[N:18]=4)[C:13]=3[CH:12]=[CH:11]2)=[CH:5][CH:4]=1.B(Br)(Br)Br.O>C(Cl)Cl>[OH:2][C:3]1[CH:8]=[CH:7][C:6]([CH2:9][N:10]2[C:22]3[CH:21]=[CH:20][C:19]4[C:14](=[C:15]([NH2:24])[N:16]=[C:17]([NH2:23])[N:18]=4)[C:13]=3[CH:12]=[CH:11]2)=[CH:5][CH:4]=1. Procedure: Treat a suspension of 3.2 g. of 7-[(4-methoxyphenyl)-methyl]-7H-pyrrolo[3,2-f]quinazoline-1,3-diamine in 100 ml of methylene chloride at -5° C. with 34 ml. of 0.92 M boron tribromide in methylene chloride. Keep the reaction at 20° C. for 18 hours and dilute with 100 ml. of water. Filter the resulting precipitate, stir in an aqueous potassium carbonate solution, filter, wash with water and dry. Crystallize the precipitate twice from methanol and once from dimethylformamide to obtain 0.63 g. of th...